Dataset: the Open Reaction Database (ORD), a public repository of structured organic reaction records. Task: describe an organic reaction: reactants, conditions, products, and yield The reactants are ClC1=CC=C(C=C1)C1CCC(CC1)C(=O)O (4-(4-Chlorophenyl)cyclohexane carboxylic acid). Run in O (water). The product is ClC1=CC=C(C=C1)C1CCC(CC1)CO ([4-(4-chlorophenyl)cyclohexyl]methanol). Yield: 62.3%. RXN SMILES: [Cl:1][C:2]1[CH:7]=[CH:6][C:5]([CH:8]2[CH2:13][CH2:12][CH:11]([C:14](O)=[O:15])[CH2:10][CH2:9]2)=[CH:4][CH:3]=1>O>[Cl:1][C:2]1[CH:3]=[CH:4][C:5]([CH:8]2[CH2:9][CH2:10][CH:11]([CH2:14][OH:15])[CH2:12][CH2:13]2)=[CH:6][CH:7]=1. Procedure: 4-(4-Chlorophenyl)cyclohexane carboxylic acid (0.35 g, 1.5 mmol) was reacted via Method E over 72 hours. The solid was poured into a water (40 mL) solution and extracted with ethyl acetate (EtOAc) (4×10 mL). The combined organic layers were washed with brine (40 mL) and dried over anhydrous Na2SO4. The organic layer was concentrated in vacuo to obtain [4-(4-chlorophenyl)cyclohexyl]methanol (0.210 g, 64% yield).